From a dataset of the Open Reaction Database (ORD), a public repository of structured organic reaction records. describe an organic reaction: reactants, conditions, products, and yield Run in C(Cl)Cl (methylene chloride). Product: S1C(=NC2=C1C=CC=C2)NC(/C(/C2=CC(=C(C=C2)Cl)Cl)=N/OC2CCCC2)=O ((E)-N-benzothiazol-2-yl-2-cyclopentyloxyimino-2-(3,4-dichloro-phenyl)-acetamide). Starting materials: C1(CCCC1)O\N=C(\C(=O)O)/C1=CC(=C(C=C1)Cl)Cl ((E)-Cyclopentyloxyimino-(3,4-dichloro-phenyl)-acetic acid), O-(7-Azabenzotriazole-1-yl)-N,N,N′N′-tetramethyluronium hexafluorophosphate, NC=1SC2=C(N1)C=CC=C2 (2-aminobenzothiazole), C(C)(C)N(C(C)C)CC (N,N-diisopropylethylamine). Reaction conditions: time 2 hour. As a reaction SMILES: [CH:1]1([O:6]/[N:7]=[C:8](\[C:12]2[CH:17]=[CH:16][C:15]([Cl:18])=[C:14]([Cl:19])[CH:13]=2)/[C:9]([OH:11])=O)[CH2:5][CH2:4][CH2:3][CH2:2]1.[NH2:20][C:21]1[S:22][C:23]2[CH:29]=[CH:28][CH:27]=[CH:26][C:24]=2[N:25]=1.C(N(CC)C(C)C)(C)C>C(Cl)Cl>[S:22]1[C:23]2[CH:29]=[CH:28][CH:27]=[CH:26][C:24]=2[N:25]=[C:21]1[NH:20][C:9](=[O:11])/[C:8](=[N:7]/[O:6][CH:1]1[CH2:2][CH2:3][CH2:4][CH2:5]1)/[C:12]1[CH:17]=[CH:16][C:15]([Cl:18])=[C:14]([Cl:19])[CH:13]=1. Reported procedure: (E)-Cyclopentyloxyimino-(3,4-dichloro-phenyl)-acetic acid (prepared as in Example 18, 100 mg, 0.33 mmol), 2-aminobenzothiazole (50 mg 0.33 mmol) and N,N-diisopropylethylamine (173 μL, 0.99 mmol) were combined in methylene chloride (1.6 mL) and cooled in an ice bath. O-(7-Azabenzotriazole-1-yl)-N,N,N′N′-tetramethyluronium hexafluorophosphate (126 mg, 0.33 mmol) was added and the ice bath was removed. After stirring 2 h, the reaction mixture was evaporated in vacuo. The residue was treated with sa... The yield is 67.0%. Starting materials: CC1=C(N=C(O1)C1=CC=CC=C1)COC1=C(COC2=C(C=CC=C2)CC(=O)OC)C=CC=C1 (methyl 2-[2-[2-[(5-methyl-2-phenyl-4-oxazolyl)methoxy]benzyloxy]phenyl]acetate), O1CCCC1 (tetrahydrofuran), [OH-].[Na+] (sodium hydroxide), Cl (Hydrochloric acid). Solvent: CO (methanol), O (water). Reaction conditions: temperature 50 celsius, time 1.5 hour. The product is CC1=C(N=C(O1)C1=CC=CC=C1)COC1=C(COC2=C(C=CC=C2)CC(=O)O)C=CC=C1 (2-[2-[2-[(5-methyl-2-phenyl-4-oxazolyl)methoxy]benzyloxy]phenyl]acetic acid). Yield: 90.2%. RXN SMILES: [CH3:1][C:2]1[O:6][C:5]([C:7]2[CH:12]=[CH:11][CH:10]=[CH:9][CH:8]=2)=[N:4][C:3]=1[CH2:13][O:14][C:15]1[CH:33]=[CH:32][CH:31]=[CH:30][C:16]=1[CH2:17][O:18][C:19]1[CH:24]=[CH:23][CH:22]=[CH:21][C:20]=1[CH2:25][C:26]([O:28]C)=[O:27].O1CCCC1.[OH-].[Na+].Cl>O.CO>[CH3:1][C:2]1[O:6][C:5]([C:7]2[CH:8]=[CH:9][CH:10]=[CH:11][CH:12]=2)=[N:4][C:3]=1[CH2:13][O:14][C:15]1[CH:33]=[CH:32][CH:31]=[CH:30][C:16]=1[CH2:17][O:18][C:19]1[CH:24]=[CH:23][CH:22]=[CH:21][C:20]=1[CH2:25][C:26]([OH:28])=[O:27] |f:2.3|. Procedure details: To a mixture of methyl 2-[2-[2-[(5-methyl-2-phenyl-4-oxazolyl)methoxy]benzyloxy]phenyl]acetate (0.71 g), tetrahydrofuran (3.0 mL) and methanol (3.0 mL) was added a 1N aqueous sodium hydroxide solution (3.2 mL) and the mixture was stirred at 50° C. for 1.5 hrs. 1N Hydrochloric acid (3.2 mL) and water were added to the reaction mixture, and the mixture was extracted with ethyl acetate. The organic layer was washed with saturated brine, dried over anhydrous magnesium sulfate and concentrated to giv... Reactants: CC(C)(C)OC(=O)CCc1cc(Cl)cc(Cl)c1, C1CCOC1, [Li]C(C)CC, CN(C)C=O. Yields the product CC(C)(C)OC(=O)CCc1cc(Cl)c(C=O)c(Cl)c1. As a reaction SMILES: [C:1]([CH3:2])([CH3:3])([CH3:4])[O:5][C:6]([CH2:7][CH2:8][c:9]1[cH:10][c:11]([Cl:16])[cH:12][c:13]([Cl:15])[cH:14]1)=[O:17].[CH2:28]1[O:29][CH2:30][CH2:31][CH2:32]1.[CH:18]([Li:19])([CH2:20][CH3:21])[CH3:22].[O:23]=[CH:24][N:25]([CH3:26])[CH3:27]>>[C:1]([CH3:2])([CH3:3])([CH3:4])[O:5][C:6]([CH2:7][CH2:8][c:9]1[cH:10][c:11]([Cl:16])[c:12]([CH:24]=[O:23])[c:13]([Cl:15])[cH:14]1)=[O:17]. Starting materials: ice water, [N+](=[N-])=CC (diazoethane), C(=O)(O)CCCCCCC1C(CCC1SCCCCCCC)=O (2-(6-carboxyhexyl)-3-heptylthio-cyclopentanone), C(C)O (ethanol), Cl (HCl). The solvent is CCOCC (ether). Yields the product C(=O)(OCC)CCCCCCC1C(CCC1SCCCCCCC)=O (2-(6-carbethoxyhexyl)-3-heptylthio-cyclopentanone). Reaction SMILES: [N+](=[CH:3][CH3:4])=[N-].[C:5]([CH2:8][CH2:9][CH2:10][CH2:11][CH2:12][CH2:13][CH:14]1[CH:18]([S:19][CH2:20][CH2:21][CH2:22][CH2:23][CH2:24][CH2:25][CH3:26])[CH2:17][CH2:16][C:15]1=[O:27])([OH:7])=[O:6].C(O)C.Cl>CCOCC>[C:5]([CH2:8][CH2:9][CH2:10][CH2:11][CH2:12][CH2:13][CH:14]1[CH:18]([S:19][CH2:20][CH2:21][CH2:22][CH2:23][CH2:24][CH2:25][CH3:26])[CH2:17][CH2:16][C:15]1=[O:27])([O:7][CH2:3][CH3:4])=[O:6]. Reported procedure: At room temperature, 70 ml. of a 0.2N diazoethane solution in ether is added to a solution of 3.4 g. of 2-(6-carboxyhexyl)-3-heptylthio-cyclopentanone in 25 ml. of dry ethanol. The reaction mixture is poured into 100 ml. of ice water, containing 5 ml. of concentrated HCl, agitated, the organic phase separated, the aqueous phase extracted three times with respectively 30 ml. of chloroform, and the combined organic phases are washed with water, dried over Na2SO4, the solvent is distilled off, and ... Starting materials: ClCCl, COC1(OC)CCCCC1=NO, O=S(=O)(Cl)Cl. The product is COC1(OC)C(=NO)CCCC1Cl. Reaction SMILES: [CH2:18]([Cl:19])[Cl:20].[CH3:6][O:7][C:8]1([O:16][CH3:17])[C:9](=[N:14][OH:15])[CH2:10][CH2:11][CH2:12][CH2:13]1.[S:1]([Cl:2])(=[O:3])([Cl:4])=[O:5]>>[Cl:4][CH:13]1[C:8]([O:7][CH3:6])([O:16][CH3:17])[C:9](=[N:14][OH:15])[CH2:10][CH2:11][CH2:12]1.